Dataset: the Open Reaction Database (ORD), a public repository of structured organic reaction records. Task: describe an organic reaction: reactants, conditions, products, and yield Starting materials: C(C)OC(=O)C=1N=C(C2=CC(=CC=C2C1O)OC1=C(C=CC(=C1)F)Cl)I (7-(2-chloro-5-fluoro-phenoxy)-4-hydroxy-1-iodo-isoquinoline-3-carboxylic acid ethyl ester), C(#N)[Cu] (CuCN). Run in CN1CCCC1=O (NMP), C(Cl)Cl (DCM). Conditions: temperature 130 celsius, time 1 hour. The product is C(C)OC(=O)C=1N=C(C2=CC(=CC=C2C1O)OC1=C(C=CC(=C1)F)Cl)C#N (7-(2-Chloro-5-fluoro-phenoxy)-1-cyano-4-hydroxy-isoquinoline-3-carboxylic acid ethyl ester). The yield is 84.1%. RXN SMILES: [CH2:1]([O:3][C:4]([C:6]1[N:7]=[C:8](I)[C:9]2[C:14]([C:15]=1[OH:16])=[CH:13][CH:12]=[C:11]([O:17][C:18]1[CH:23]=[C:22]([F:24])[CH:21]=[CH:20][C:19]=1[Cl:25])[CH:10]=2)=[O:5])[CH3:2].[C:27]([Cu])#[N:28]>CN1C(=O)CCC1.C(Cl)Cl>[CH2:1]([O:3][C:4]([C:6]1[N:7]=[C:8]([C:27]#[N:28])[C:9]2[C:14]([C:15]=1[OH:16])=[CH:13][CH:12]=[C:11]([O:17][C:18]1[CH:23]=[C:22]([F:24])[CH:21]=[CH:20][C:19]=1[Cl:25])[CH:10]=2)=[O:5])[CH3:2]. Procedure details: A mixture of 7-(2-chloro-5-fluoro-phenoxy)-4-hydroxy-1-iodo-isoquinoline-3-carboxylic acid ethyl ester (180 mg) and CuCN (66 mg) in NMP (2 mL) was stirred at 130° C. for 1 h; then cooled, diluted with DCM, filtered, then washed with water, dil. NaCl solution, dried over sodium sulphate, filtered, concentrated, the residue was column purified to give the desired product (120 mg). LC MS ESI: 387 (M+1)+. Starting materials: CC(C)=O, COC(=O)C#CCCCCCBr, [I-], [Na+]. The product is COC(=O)C#CCCCCCI. RXN SMILES: [CH3:15][C:16](=[O:17])[CH3:18].[CH3:1][O:2][C:3]([C:4]#[C:5][CH2:6][CH2:7][CH2:8][CH2:9][CH2:10][Br:11])=[O:12].[I-:14].[Na+:13]>>[CH3:1][O:2][C:3]([C:4]#[C:5][CH2:6][CH2:7][CH2:8][CH2:9][CH2:10][I:14])=[O:12].